This data is from the Open Reaction Database (ORD), a public repository of structured organic reaction records. The task is: describe an organic reaction: reactants, conditions, products, and yield Starting materials: FC=1C=C(C=C(C1OC)F)CCCO (3-(3,5-Difluoro-4-methoxyphenyl)propanol), S(=O)(=O)(C1=CC=C(C)C=C1)Cl (tosyl chloride), [N-]=[N+]=[N-].[Na+] (sodium azide). Yields the product FC=1C=C(C=C(C1OC)F)CCCN=[N+]=[N-] (3-(3,5-Difluoro-4-methoxyphenyl)propyl azide). Isolated yield 94.1%. As a reaction SMILES: [F:1][C:2]1[CH:3]=[C:4]([CH2:11][CH2:12][CH2:13]O)[CH:5]=[C:6]([F:10])[C:7]=1[O:8][CH3:9].S(Cl)(C1C=CC(C)=CC=1)(=O)=O.[N-:26]=[N+:27]=[N-:28].[Na+]>>[F:1][C:2]1[CH:3]=[C:4]([CH2:11][CH2:12][CH2:13][N:26]=[N+:27]=[N-:28])[CH:5]=[C:6]([F:10])[C:7]=1[O:8][CH3:9] |f:2.3|. Procedure: 3-(3,5-Difluoro-4-methoxyphenyl)propanol (0.073 mol), tosyl chloride (0.146 mol) and sodium azide (0.146 mol) were reacted substantially as described in Example 7E above to obtain 15.6 g (95%) yellow oil. Starting materials: C(C1=CC=CC=C1)[C@H]1N(CC[C@@H](C1)N(C(C(F)(F)F)=O)CC1=CC=NC2=CC=CC=C12)C(CC1=CC=CC=C1)=O ((2R*,4S*)-2-benzyl-1-(2-phenylacetyl)-N-(4-quinolylmethyl)-N-trifluoroacetyl-4-piperidinamine), [OH-].[Na+] (sodium hydroxide). Solvent: O1CCCC1 (tetrahydrofuran), CO (methanol). The product is C(C1=CC=CC=C1)[C@H]1N(CC[C@@H](C1)NCC1=CC=NC2=CC=CC=C12)C(CC1=CC=CC=C1)=O ((2R*,4S*)-2-benzyl-1-(phenylacetyl)-N-(4-quinolylmethyl)-4-piperidinamine). As a reaction SMILES: [CH2:1]([C@@H:8]1[CH2:13][C@@H:12]([N:14]([CH2:21][C:22]2[C:31]3[C:26](=[CH:27][CH:28]=[CH:29][CH:30]=3)[N:25]=[CH:24][CH:23]=2)C(=O)C(F)(F)F)[CH2:11][CH2:10][N:9]1[C:32](=[O:40])[CH2:33][C:34]1[CH:39]=[CH:38][CH:37]=[CH:36][CH:35]=1)[C:2]1[CH:7]=[CH:6][CH:5]=[CH:4][CH:3]=1.[OH-].[Na+]>O1CCCC1.CO>[CH2:1]([C@@H:8]1[CH2:13][C@@H:12]([NH:14][CH2:21][C:22]2[C:31]3[C:26](=[CH:27][CH:28]=[CH:29][CH:30]=3)[N:25]=[CH:24][CH:23]=2)[CH2:11][CH2:10][N:9]1[C:32](=[O:40])[CH2:33][C:34]1[CH:39]=[CH:38][CH:37]=[CH:36][CH:35]=1)[C:2]1[CH:7]=[CH:6][CH:5]=[CH:4][CH:3]=1 |f:1.2|. Procedure: 192 mg (0.352 mmol) of (2R*,4S*)-2-benzyl-1-(2-phenylacetyl)-N-(4-quinolylmethyl)-N-trifluoroacetyl-4-piperidinamine are reacted in analogy to Example 40 with 141 μl (0.704 mmol) of 5N sodium hydroxide solution in 1 ml of tetrahydrofuran and 1 ml of methanol. The title compound ##STR67## is obtained (73 mg, 46%) as white foam. TLC: methylene chloride/methanol/conc. ammonia (700:50:1) Rf =0.43, FD-MS: M+ =449. The reactants are CN(C)C=O, Cc1cc(F)ccc1[N+](=O)[O-], [Na+], [Na+], O=C([O-])[O-], c1c[nH]cn1. Yields the product Cc1cc(-n2ccnc2)ccc1[N+](=O)[O-]. As a reaction SMILES: [CH3:23][N:24]([CH3:25])[CH:26]=[O:27].[F:1][c:2]1[cH:3][c:4]([CH3:11])[c:5]([N+:8](=[O:9])[O-:10])[cH:6][cH:7]1.[Na+:17].[Na+:18].[O-:19][C:20](=[O:21])[O-:22].[nH:12]1[cH:13][n:14][cH:15][cH:16]1>>[c:2]1(-[n:12]2[cH:13][n:14][cH:15][cH:16]2)[cH:3][c:4]([CH3:11])[c:5]([N+:8](=[O:9])[O-:10])[cH:6][cH:7]1. Procedure details: According to Example 1<step 4>, the compound (200 mg) obtained in Example 18<step 2>was reacted with benzaldehyde (0.13 mL) to obtain the title compound (194 mg; 72%). The reactants are N1=CC(=CC=C1)CC=1C(C=2C=CC=C3C(C=4C=CC=CC4N(C23)C1)=O)=O (2-(3-pyridylmethyl)-3H,7H-pyrido[3,2,1-de]acridin-3,7-dione), C(C1=CC=CC=C1)=O (benzaldehyde). Yield: 72.0%. Reaction SMILES: N1[CH:6]=[CH:5][CH:4]=[C:3]([CH2:7][C:8]2[C:9](=[O:26])[C:10]3[CH:11]=[CH:12][CH:13]=[C:14]4[C:23]=3[N:22]([CH:24]=2)[C:21]2[CH:20]=[CH:19][CH:18]=[CH:17][C:16]=2[C:15]4=[O:25])[CH:2]=1.[CH:27](=O)C1C=CC=CC=1>>[CH2:7]([C:8]1[C:9](=[O:26])[C:20]2[CH:19]=[CH:18][CH:17]=[C:16]3[C:21]=2[N:22]([CH:24]=1)[C:23]1[CH:10]=[CH:11][CH:12]=[CH:13][C:14]=1[C:15]3=[O:25])[C:3]1[CH:2]=[CH:27][CH:6]=[CH:5][CH:4]=1. The product is C(C1=CC=CC=C1)C=1C(C=2C=CC=C3C(C=4C=CC=CC4N(C23)C1)=O)=O (2-benzyl-3H,7H-pyrido[3,2,1-de]acridin-3,7-dione). Starting materials: ClC1=C(C=NC2=C(C=CC=C12)NC(C1=C(C=CC=C1Cl)Cl)=O)CO (4-chloro-8-(2,6-dichlorobenzoylamino)-3-hydroxymethylquinoline), O.NN (hydrazine monohydrate). Solvent: C(C)(=O)OCC (ethyl acetate), CN1C(CCC1)=O (N-methylpyrrolidone). Reaction conditions: temperature 90 celsius, time 3 hour. The product is ClC1=C(C(=O)NC=2C=CC=C3C(=C(C=NC23)CO)NN)C(=CC=C1)Cl (8-(2,6-dichlorobenzoylamino)-4-hydrazino-3-hydroxymethylquinoline), ClC1=C(C(=O)NC2=CC=CC=3C4=C(C=NC23)C=NN4)C(=CC=C1)Cl (6-(2,6-dichlorobenzoylamino)-1H-pyrazolo[4,3-c]-quinoline). Reaction SMILES: Cl[C:2]1[C:11]2[C:6](=[C:7]([NH:12][C:13](=[O:22])[C:14]3[C:19]([Cl:20])=[CH:18][CH:17]=[CH:16][C:15]=3[Cl:21])[CH:8]=[CH:9][CH:10]=2)[N:5]=[CH:4][C:3]=1[CH2:23][OH:24].O.[NH2:26][NH2:27]>CN1CCCC1=O.C(OCC)(=O)C>[Cl:21][C:15]1[CH:16]=[CH:17][CH:18]=[C:19]([Cl:20])[C:14]=1[C:13]([NH:12][C:7]1[CH:8]=[CH:9][CH:10]=[C:11]2[C:6]=1[N:5]=[CH:4][C:3]([CH2:23][OH:24])=[C:2]2[NH:26][NH2:27])=[O:22].[Cl:21][C:15]1[CH:16]=[CH:17][CH:18]=[C:19]([Cl:20])[C:14]=1[C:13]([NH:12][C:7]1[C:6]2[N:5]=[CH:4][C:3]3[CH:23]=[N:26][NH:27][C:2]=3[C:11]=2[CH:10]=[CH:9][CH:8]=1)=[O:22] |f:1.2|. Procedure: To a solution of 4-chloro-8-(2,6-dichlorobenzoylamino)-3-hydroxymethylquinoline (297 mg) in N-methylpyrrolidone (4 ml) was added hydrazine monohydrate (390 mg), and the mixture was stirred for 3 hours at 90° C. The mixture was diluted with ethyl acetate, washed with water and brine, dried over magnesium sulfate and evaporated in vacuo. The residue was purified by flash chromatography on silica gel and by preparative thin layer chromatography to give 8-(2,6-dichlorobenzoylamino)-4-hydrazino-3-hyd... Reactants: C(O)([O-])=O.[Na+] (sodium hydrogencarbonate), ClC(C(OCC1=CC=CC=C1)=N)(Cl)Cl (benzyl trichloroacetoimidate), FC(S(=O)(=O)O)(F)F (trifluoromethanesulfonic acid), C(C1=CC=CC=C1)(=O)O[C@@H]1[C@H](N(C[C@H]1O)C(=O)OCC1=CC=CC=C1)CO (Benzyl (2R,3R,4R)-3-benzoyloxy-4-hydroxy-2-(hydroxymethyl)pyrrolidine-1-carboxylate). The solvent is C(Cl)Cl.C1CCCCC1 (methylene chloride cyclohexane), C(C)(=O)OCC (ethyl acetate). Reaction conditions: time 1 hour. Yields the product C(C1=CC=CC=C1)(=O)O[C@@H]1[C@H](N(C[C@H]1O)C(=O)OCC1=CC=CC=C1)COCC1=CC=CC=C1 ((2R,3R,4R)-3-Benzoyloxy-N-benzyloxycarbonyl-2-benzyloxymethyl-4-hydroxy-pyrrolidine). The yield is 112.5%. Reaction SMILES: [C:1]([O:9][C@H:10]1[C@H:14]([OH:15])[CH2:13][N:12]([C:16]([O:18][CH2:19][C:20]2[CH:25]=[CH:24][CH:23]=[CH:22][CH:21]=2)=[O:17])[C@@H:11]1[CH2:26][OH:27])(=[O:8])[C:2]1[CH:7]=[CH:6][CH:5]=[CH:4][CH:3]=1.ClC(Cl)(Cl)C(=N)O[CH2:32][C:33]1[CH:38]=[CH:37][CH:36]=[CH:35][CH:34]=1.FC(F)(F)S(O)(=O)=O.C(=O)([O-])O.[Na+]>C(Cl)Cl.C1CCCCC1.C(OCC)(=O)C>[C:1]([O:9][C@H:10]1[C@H:14]([OH:15])[CH2:13][N:12]([C:16]([O:18][CH2:19][C:20]2[CH:25]=[CH:24][CH:23]=[CH:22][CH:21]=2)=[O:17])[C@@H:11]1[CH2:26][O:27][CH2:32][C:33]1[CH:38]=[CH:37][CH:36]=[CH:35][CH:34]=1)(=[O:8])[C:2]1[CH:7]=[CH:6][CH:5]=[CH:4][CH:3]=1 |f:3.4,5.6|. Reported procedure: The compound (3.37 g, 9.07 mmol) synthesized in Example 1 (1h) was dissolved in methylene chloride:cyclohexane (1:2, 180 mL) and benzyl trichloroacetoimidate (2.0 mL, 10.88 mmol) and trifluoromethanesulfonic acid (2.57 mL, 15.3 mmol) were added thereto, followed by stirring of the mixture at room temperature for 1 hour. After saturated aqueous sodium hydrogencarbonate solution (20 mL) was added to the reaction mixture at 0° C. and the mixture was diluted with ethyl acetate (200 mL), it was washe... Reactants: BrC=1SC=C(N1)C(=O)NC=1C=NN(C1[C@@H]1CC[C@H]([C@H](CO1)OC)NC(OC(C)(C)C)=O)C (tert-butyl ((3R,4R,7S)-7-(4-(2-bromothiazole-4-carboxamido)-1-methyl-1H-pyrazol-5-yl)-3-methoxyoxepan-4-yl)carbamate), BrC=1SC=C(N1)C(=O)NC=1C=NN(C1[C@@H]1CC[C@H]([C@H](CO1)OC)NC(OC(C)(C)C)=O)C (tert-butyl ((3R,4R,7S)-7-(4-(2-bromothiazole-4-carboxamido)-1-methyl-1H-pyrazol-5-yl)-3-methoxyoxepan-4-yl)carbamate), FC1=C(C(=CC=C1F)F)B(O)O ((2,3,6-trifluorophenyl)boronic acid). The product is N[C@@H]1CC[C@H](OC[C@@H]1OC)C1=C(C=NN1C)NC(=O)C=1N=C(SC1)C1=C(C(=CC=C1F)F)F (N-(5-((2S,5R,6R)-5-amino-6-methoxyoxepan-2-yl)-1-methyl-1H-pyrazol-4-yl)-2-(2,3,6-trifluorophenyl)thiazole-4-carboxamide). Reaction SMILES: Br[C:2]1[S:3][CH:4]=[C:5]([C:7]([NH:9][C:10]2[CH:11]=[N:12][N:13]([CH3:32])[C:14]=2[C@H:15]2[O:21][CH2:20][C@H:19]([O:22][CH3:23])[C@H:18]([NH:24]C(=O)OC(C)(C)C)[CH2:17][CH2:16]2)=[O:8])[N:6]=1.[F:33][C:34]1[C:39]([F:40])=[CH:38][CH:37]=[C:36]([F:41])[C:35]=1B(O)O>>[NH2:24][C@H:18]1[C@@H:19]([O:22][CH3:23])[CH2:20][O:21][C@H:15]([C:14]2[N:13]([CH3:32])[N:12]=[CH:11][C:10]=2[NH:9][C:7]([C:5]2[N:6]=[C:2]([C:35]3[C:36]([F:41])=[CH:37][CH:38]=[C:39]([F:40])[C:34]=3[F:33])[S:3][CH:4]=2)=[O:8])[CH2:16][CH2:17]1. Procedure: Following the procedure for Example 101 starting from tert-butyl ((3R,4R,7S)-7-(4-(2-bromothiazole-4-carboxamido)-1-methyl-1H-pyrazol-5-yl)-3-methoxyoxepan-4-yl)carbamate (Intermediate 101), and replacing 3,6-dihydro-2H-pyran-4-boronic acid pinacol ester with (2,3,6-trifluorophenyl)boronic acid gave 258. 1H NMR (400 MHz, DMSO-d6) δ 10.15 (s, 1H), 8.69 (s, 1H), 7.95 (s, 1H), 7.77 (qd, J=9.4, 4.9 Hz, 1H), 7.49-7.38 (m, 1H), 5.12 (t, J=5.6 Hz, 1H), 3.91-3.76 (m, 2H), 3.71 (s, 3H), 3.46-3.36 (m, 1H)...